This data is from the Open Reaction Database (ORD), a public repository of structured organic reaction records. The task is: describe an organic reaction: reactants, conditions, products, and yield Reactants: C(=O)(O)C=1C=C(C=CC1)N1N=NN=C1S (1-(3-carboxyphenyl)-5-mercaptotetrazole), C(=O)NNC1=CC=C(C=C1)N (1-formyl-2-(4-aminophenyl)hydrazine), CN(C=O)C (dimethylformamide), CN(C=O)C (dimethylformamide). Reaction conditions: temperature 0 celsius, time 15 minute. The product is C(=O)(NC1CCCCC1)NC1CCCCC1 (Dicyclohexylurea). Isolated yield 54.0%. Reaction SMILES: C([C:4]1[CH:5]=[C:6]([N:10]2[C:14](S)=[N:13]N=N2)[CH:7]=[CH:8][CH:9]=1)(O)=O.C(NN[C:20]1[CH:25]=[CH:24][C:23](N)=[CH:22][CH:21]=1)=O.CN(C)C=[O:30]>>[C:14]([NH:10][CH:6]1[CH2:5][CH2:4][CH2:9][CH2:8][CH2:7]1)([NH:13][CH:20]1[CH2:25][CH2:24][CH2:23][CH2:22][CH2:21]1)=[O:30]. Procedure details: Then, 11.1 g of 1-(3-carboxyphenyl)-5-mercaptotetrazole and 7.6 g of 1-formyl-2-(4-aminophenyl)hydrazine were dissolved in 50 ml of dimethylformamide and a solution of 10.3 g of dicyclocarbodiimide in 5 ml of dimethylformamide was added dropwise to the solution with stirring at 0° C. under a nitrogen atmosphere over a period of 15 minutes. Thereafter, the mixture was stirred for 1 hour and for 2 hours at 25° C. Dicyclohexylurea formed was removed by filtration and the filtrate was added to 1.5 l...